Dataset: the Open Reaction Database (ORD), a public repository of structured organic reaction records. Task: describe an organic reaction: reactants, conditions, products, and yield Reactants: ClN1C(CCC1=O)=O (N-Chlorosuccinimide), FC1=CC=C(CCN2CCC(CC2)N2CCC3=CC=C(C=C23)OC)C=C1 (1-[1-(4-fluorophenethyl)piperidin-4-yl]-6-methoxyindoline), aqueous solution, [OH-].[Na+] (sodium hydroxide), C(C)(=O)OCC (ethyl acetate), resultant mixture. Solvent: C(Cl)Cl (methylene chloride). Yields the product FC1=CC=C(CCN2CCC(CC2)N2CCC3=CC(=C(C=C23)OC)Cl)C=C1 (1-[1-(4-fluorophenethyl)-piperdin-4-yl]-5-chloro-6-methoxyindoline). Isolated yield 21.0%. Reaction SMILES: [Cl:1]N1C(=O)CCC1=O.[F:9][C:10]1[CH:34]=[CH:33][C:13]([CH2:14][CH2:15][N:16]2[CH2:21][CH2:20][CH:19]([N:22]3[C:30]4[C:25](=[CH:26][CH:27]=[C:28]([O:31][CH3:32])[CH:29]=4)[CH2:24][CH2:23]3)[CH2:18][CH2:17]2)=[CH:12][CH:11]=1.[OH-].[Na+].C(OCC)(=O)C>C(Cl)Cl>[F:9][C:10]1[CH:34]=[CH:33][C:13]([CH2:14][CH2:15][N:16]2[CH2:17][CH2:18][CH:19]([N:22]3[C:30]4[C:25](=[CH:26][C:27]([Cl:1])=[C:28]([O:31][CH3:32])[CH:29]=4)[CH2:24][CH2:23]3)[CH2:20][CH2:21]2)=[CH:12][CH:11]=1 |f:2.3|. Procedure details: N-Chlorosuccinimide (0.15 g) was added at room temperature to a solution of 1-[1-(4-fluorophenethyl)piperidin-4-yl]-6-methoxyindoline (0.39 g) in methylene chloride (5 ml) and the resultant mixture was stirred for 20 min. Then a 5 N aqueous solution of sodium hydroxide and ethyl acetate were added to the reaction solution and the layers were separated. The organic layer was washed with brine and dried over anhydrous magnesium sulfate. The resulting residue was purified by silica gel column chrom... Reactants: COC1=C2CCC(C2=CC=C1)=O (4-methoxyindan-1-one), BrCCCCCBr (1,5-dibromopentane), potassium tert.-butylate, O (water), Cl (hydrochloric acid). Run in C1=CC=CC=C1 (benzene), C1=CC=CC=C1 (benzene). Product: COC1=C2CC3(C(C2=CC=C1)=O)CCCCC3 (4'-methoxy-spiro(cyclohexane-1,2'-indan)-1'-one). As a reaction SMILES: [CH3:1][O:2][C:3]1[CH:11]=[CH:10][CH:9]=[C:8]2[C:4]=1[CH2:5][CH2:6][C:7]2=[O:12].Br[CH2:14][CH2:15][CH2:16][CH2:17][CH2:18]Br.O.Cl>C1C=CC=CC=1>[CH3:1][O:2][C:3]1[CH:11]=[CH:10][CH:9]=[C:8]2[C:4]=1[CH2:5][C:6]1([CH2:18][CH2:17][CH2:16][CH2:15][CH2:14]1)[C:7]2=[O:12]. Procedure details: A solution of 20 g 4-methoxyindan-1-one and 24 g 1,5-dibromopentane in 150 ml benzene is added quickly dropwise to a solution of potassium tert.-butylate (produced from 9.7 g potassium and excess tert.-butanol) in 200 ml benzene at 80°. The mixture is refluxed for 4 hours, treated with 50 ml water and 200 ml 2 N hydrochloric acid, and extracted with benzene. Chromatography on silicagel of the benzene phase gives 4'-methoxy-spiro(cyclohexane-1,2'-indan)-1'-one. M.Pt. 94°-96°. Reactants: CN1CC2=C(NC=3C=CC(=CC23)C(F)(F)F)CC1 (2-methyl-8-(trifluoromethyl)-2,3,4,5-tetrahydro-1H-pyrido[4,3-b]indole), [H-].[Na+] (sodium hydride), O (water), O1C(C1)C1=CC=NC=C1 (4-(oxiran-2-yl)pyridine). Run in CN(C)C=O (DMF). Reaction conditions: time 15 minute. Product: CN1CC2=C(N(C=3C=CC(=CC23)C(F)(F)F)CC(O)C2=CC=NC=C2)CC1 (2-(2-methyl-8-(trifluoromethyl)-3,4-dihydro-1H-pyrido[4,3-b]indol-5(2H)-yl)-1-(pyridin-4-yl)ethanol). As a reaction SMILES: [CH3:1][N:2]1[CH2:18][CH2:17][C:5]2[NH:6][C:7]3[CH:8]=[CH:9][C:10]([C:13]([F:16])([F:15])[F:14])=[CH:11][C:12]=3[C:4]=2[CH2:3]1.[H-].[Na+].[O:21]1[CH2:23][CH:22]1[C:24]1[CH:29]=[CH:28][N:27]=[CH:26][CH:25]=1.O>CN(C=O)C>[CH3:1][N:2]1[CH2:18][CH2:17][C:5]2[N:6]([CH2:23][CH:22]([C:24]3[CH:29]=[CH:28][N:27]=[CH:26][CH:25]=3)[OH:21])[C:7]3[CH:8]=[CH:9][C:10]([C:13]([F:16])([F:15])[F:14])=[CH:11][C:12]=3[C:4]=2[CH2:3]1 |f:1.2|. Procedure details: To a solution of 2-methyl-8-(trifluoromethyl)-2,3,4,5-tetrahydro-1H-pyrido[4,3-b]indole (1.0 g, 3.937 mmol) in DMF (10 mL) was added sodium hydride (472 mg, 11.81 mmol) in portions at RT. After stirring at RT for 15 min, the suspension was allowed to cool to 0° C. and 4-(oxiran-2-yl)pyridine (762 mg, 6.299 mmol) was added dropwise into the reaction mixture, which was stirred at RT overnight. The reaction mixture was poured into ice-cooled water and extracted with EtOAc (3×50 mL). The organic lay...